From a dataset of the Open Reaction Database (ORD), a public repository of structured organic reaction records. describe an organic reaction: reactants, conditions, products, and yield Starting materials: product, C(C)(C)(C)C1=CN=C(S1)N (5-tert-butylthiazol-2-amine), C(Cl)Cl (CH2Cl2), CO (MeOH). Reagents/catalysts: [I-].C(CCC)[N+](CCCC)(CCCC)CCCC (tetrabutylammonium iodide). Solvent: CN(C)C=O (DMF). Conditions: time 16 hour. The product is [NH4+].[OH-] (NH4OH), C(CC#C)N1C(SC(=C1)C(C)(C)C)=N (3-(but-3-ynyl)-5-tert-butylthiazol-2(3H)-imine). Isolated yield 65.0%. RXN SMILES: [C:1]([C:5]1[S:9][C:8]([NH2:10])=[N:7][CH:6]=1)([CH3:4])([CH3:3])[CH3:2].C(Cl)Cl.C[OH:15]>[I-].C([N+](CCCC)(CCCC)CCCC)CCC.CN(C=O)C>[NH4+:7].[OH-:15].[CH2:6]([N:7]1[CH:6]=[C:5]([C:1]([CH3:4])([CH3:3])[CH3:2])[S:9][C:8]1=[NH:10])[CH2:5][C:1]#[CH:2] |f:3.4,6.7|. Procedure: A mixture of the product of Example 74A (0.20 g, 1.3 mmol), the product of Example 78A (0.29 g, 1.3 mmol), tetrabutylammonium iodide (0.24 g, 0.64 mmol) in DMF (1.5 mL) was warmed to 85° C. and stirred for 16 h. The mixture was cooled to ambient temperature and quenched with saturated aqueous NaHCO3 (5 mL) and diluted with EtOAc (10 mL). The layers were separated and the aqueous layer was extracted with EtOAc (2×5 mL). The combined organics were dried over anhydrous Na2SO4, filtered, concentrate... The reactants are C=CCc1c(O)cc(C(C)(C)C)c(OC(C)=O)c1C(C)(C)C, O=C([O-])[O-], CI, CC(C)=O, [K+], [K+]. Yields the product C=CCc1c(OC)cc(C(C)(C)C)c(OC(C)=O)c1C(C)(C)C. Reaction SMILES: [C:1]([CH3:2])(=[O:3])[O:4][c:5]1[c:6]([C:19]([CH3:20])([CH3:21])[CH3:22])[c:7]([CH2:16][CH:17]=[CH2:18])[c:8]([OH:15])[cH:9][c:10]1[C:11]([CH3:12])([CH3:13])[CH3:14].[C:23](=[O:24])([O-:25])[O-:26].[CH3:29][I:30].[CH3:31][C:32](=[O:33])[CH3:34].[K+:27].[K+:28]>>[C:1]([CH3:2])(=[O:3])[O:4][c:5]1[c:6]([C:19]([CH3:20])([CH3:21])[CH3:22])[c:7]([CH2:16][CH:17]=[CH2:18])[c:8]([O:15][CH3:23])[cH:9][c:10]1[C:11]([CH3:12])([CH3:13])[CH3:14]. The reactants are [Al+3], CC1CN(Cc2ccccc2)CCC1=O, [H-], [H-], [H-], [H-], [Li+], C1CCOC1. The product is CC1CN(Cc2ccccc2)CCC1O. Reaction SMILES: [Al+3:2].[CH2:7]([c:8]1[cH:9][cH:10][cH:11][cH:12][cH:13]1)[N:14]1[CH2:15][CH:16]([CH3:21])[C:17](=[O:20])[CH2:18][CH2:19]1.[H-:1].[H-:4].[H-:5].[H-:6].[Li+:3].[O:22]1[CH2:23][CH2:24][CH2:25][CH2:26]1>>[CH2:7]([c:8]1[cH:9][cH:10][cH:11][cH:12][cH:13]1)[N:14]1[CH2:15][CH:16]([CH3:21])[CH:17]([OH:20])[CH2:18][CH2:19]1. The reactants are [OH-].[Na+] (sodium hydroxide), C(C)(C)(C)C1=CC=2C3=C(NC2C=C1)C1=CC=CC=C1C3 (5,10-dihydro-8-tert-butylindeno[1,2-b]indole), O (water), C(C)[SiH](CC)CC (triethylsilane). The solvent is FC(C(=O)O)(F)F (trifluoroacetic acid). Run at time 8 hour. Product: C(C)(C)(C)C1=CC=2[C@@H]3[C@H](NC2C=C1)C1=CC=CC=C1C3 (cis-4b,5,9b,10-Tetrahydro-8-tert-butylindeno[1,2-b]indole). Reaction SMILES: [C:1]([C:5]1[CH:13]=[CH:12][C:11]2[NH:10][C:9]3[C:14]4[C:19]([CH2:20][C:8]=3[C:7]=2[CH:6]=1)=[CH:18][CH:17]=[CH:16][CH:15]=4)([CH3:4])([CH3:3])[CH3:2].C([SiH](CC)CC)C.O.[OH-].[Na+]>FC(F)(F)C(O)=O>[C:1]([C:5]1[CH:13]=[CH:12][C:11]2[NH:10][C@@H:9]3[C:14]4[C:19]([CH2:20][C@@H:8]3[C:7]=2[CH:6]=1)=[CH:18][CH:17]=[CH:16][CH:15]=4)([CH3:4])([CH3:2])[CH3:3] |f:3.4|. Reported procedure: A solution of 5,10-dihydro-8-tert-butylindeno[1,2-b]indole (0.57 g, 2.2 mM) in trifluoroacetic acid (5 cm3) was stirred rapidly, and triethylsilane (0.7 cm3, 2 eq ) added in one portion. The reaction was stirred overnight, poured into water (10 cm3) and neutralised by the addition of sodium hydroxide. The product was extracted into diethyl ether (2×5 cm3), and the combined extracts were washed with water, dried (Na2SO4) and evaporated to yield a pink solid. This was washed with cold petroleum et... Starting materials: CN(C)C=O, C[Si](C)(C)CCOCn1nc(C(=O)NCCCl)c2c1CC(c1ccccc1)(c1ccccc1)C=C2, Cl, [H-], [Na+], O. Yields the product C[Si](C)(C)CCOCn1nc(C(=O)N2CC2)c2c1CC(c1ccccc1)(c1ccccc1)C=C2. Reaction SMILES: [CH3:40][N:41]([CH3:42])[CH:43]=[O:44].[Cl:1][CH2:2][CH2:3][NH:4][C:5](=[O:6])[c:7]1[n:8][n:9]([CH2:28][O:29][CH2:30][CH2:31][Si:32]([CH3:33])([CH3:34])[CH3:35])[c:10]2[c:15]1[CH:14]=[CH:13][C:12]([c:16]1[cH:17][cH:18][cH:19][cH:20][cH:21]1)([c:22]1[cH:23][cH:24][cH:25][cH:26][cH:27]1)[CH2:11]2.[ClH:39].[H-:36].[Na+:37].[OH2:38]>>[CH2:2]1[CH2:3][N:4]1[C:5](=[O:6])[c:7]1[n:8][n:9]([CH2:28][O:29][CH2:30][CH2:31][Si:32]([CH3:33])([CH3:34])[CH3:35])[c:10]2[c:15]1[CH:14]=[CH:13][C:12]([c:16]1[cH:17][cH:18][cH:19][cH:20][cH:21]1)([c:22]1[cH:23][cH:24][cH:25][cH:26][cH:27]1)[CH2:11]2. Reactants: BrC1=C(C=C(N)C=C1)C (4-bromo-3-methylaniline), ferric sulfate, OCC(O)CO (glycerol), [N+](=O)([O-])C1=CC=CC=C1 (nitrobenzene), S(O)(O)(=O)=O (sulfuric acid). Run at time 3 hour. Yields the product BrC=1C=C2C=CC=NC2=CC1C (6-bromo-7-methyl-quinoline). Isolated yield 31.4%. Reaction SMILES: [Br:1][C:2]1[CH:8]=[CH:7][C:5]([NH2:6])=[CH:4][C:3]=1[CH3:9].O[CH2:11][CH:12]([CH2:14]O)O.[N+](C1C=CC=CC=1)([O-])=O.S(=O)(=O)(O)O>>[Br:1][C:2]1[CH:8]=[C:7]2[C:5](=[CH:4][C:3]=1[CH3:9])[N:6]=[CH:14][CH:12]=[CH:11]2. Procedure: A mixture of 4-bromo-3-methylaniline (20 g, 107.5 mmol), ferric sulfate (6.6 g, 43.4 mmol), glycerol (40.8 g, 440 mmol), nitrobenzene (8.12 g, 66 mmol), and concentrated sulfuric acid (23 ml) was heated gently. After the first vigorous reaction, the mixture was boiled for 3 h and then evaporated to remove the excess nitrobenzene. The solution was added a saturated aqueous solution of sodium bicarbonate until pH=7-8, then the solution was filtered and extracted with dichloromethane. The combined ...